This data is from the Open Reaction Database (ORD), a public repository of structured organic reaction records. The task is: describe an organic reaction: reactants, conditions, products, and yield Reactants: ClC1=CC=C(C=C1)S(=O)(=O)N1C=C(C2=CC=CC=C12)\C=C\1/OC2=C(C1=O)C=CC(=C2CN2CCN(CC2)C(=O)OC(C)(C)C)O (tert-butyl (Z)-4-[(2-{[1-(4-chlorophenylsulfonyl)-1H-indol-3-yl]methylene}-6-hydroxy-3-oxo-2,3-dihydrobenzofuran-7-yl)methyl]piperazine-1-carboxylate), FC(C(=O)O)(F)F (trifluoroacetic acid). Solvent: C(Cl)Cl (methylene chloride). Reaction conditions: time 8 hour. Product: Cl.Cl.ClC1=CC=C(C=C1)S(=O)(=O)N1C=C(C2=CC=CC=C12)\C=C\1/OC2=C(C1=O)C=CC(=C2CN2CCNCC2)O ((Z)-2-{[1-(4-chlorophenylsulfonyl)-1H-indol-3-yl]methylene}-6-hydroxy-7-(piperazin-1-ylmethyl)benzofuran-3(2H)-one dihydrochloride). The yield is 179.9%. As a reaction SMILES: [Cl:1][C:2]1[CH:7]=[CH:6][C:5]([S:8]([N:11]2[C:19]3[C:14](=[CH:15][CH:16]=[CH:17][CH:18]=3)[C:13](/[CH:20]=[C:21]3\[O:22][C:23]4[C:30]([CH2:31][N:32]5[CH2:37][CH2:36][N:35](C(OC(C)(C)C)=O)[CH2:34][CH2:33]5)=[C:29]([OH:45])[CH:28]=[CH:27][C:24]=4[C:25]\3=[O:26])=[CH:12]2)(=[O:10])=[O:9])=[CH:4][CH:3]=1.FC(F)(F)C(O)=O>C(Cl)Cl>[ClH:1].[ClH:1].[Cl:1][C:2]1[CH:3]=[CH:4][C:5]([S:8]([N:11]2[C:19]3[C:14](=[CH:15][CH:16]=[CH:17][CH:18]=3)[C:13](/[CH:20]=[C:21]3\[O:22][C:23]4[C:30]([CH2:31][N:32]5[CH2:37][CH2:36][NH:35][CH2:34][CH2:33]5)=[C:29]([OH:45])[CH:28]=[CH:27][C:24]=4[C:25]\3=[O:26])=[CH:12]2)(=[O:9])=[O:10])=[CH:6][CH:7]=1 |f:3.4.5|. Reported procedure: A solution of tert-butyl (Z)-4-[(2-{[1-(4-chlorophenylsulfonyl)-1H-indol-3-yl]methylene}-6-hydroxy-3-oxo-2,3-dihydrobenzofuran-7-yl)methyl]piperazine-1-carboxylate (0.153 g, 0.235 mmol) in methylene chloride (6 mL) was added with trifluoroacetic acid (6 mL), and the mixture was stirred overnight at room temperature. The reaction mixture was concentrated, then a solution of the resulting residue in methanol (8 mL) was added with a 5% solution of hydrogen chloride in methanol (2 mL), and the mixtu... Yields the product CC(C)c1cc(O)cc(C(C)C)c1NC(=O)CN1CCN(CCO)CC1. RXN SMILES: [Br:16][CH2:17][C:18](=[O:19])[NH:20][c:21]1[c:22]([CH:31]([CH3:32])[CH3:33])[cH:23][c:24]([OH:30])[cH:25][c:26]1[CH:27]([CH3:28])[CH3:29].[C:1](=[O:2])([O-:3])[O-:4].[CH3:34][C:35]#[N:36].[K+:5].[K+:6].[OH2:37].[OH:7][CH2:8][CH2:9][N:10]1[CH2:11][CH2:12][NH:13][CH2:14][CH2:15]1>>[OH:7][CH2:8][CH2:9][N:10]1[CH2:11][CH2:12][N:13]([CH2:17][C:18](=[O:19])[NH:20][c:21]2[c:22]([CH:31]([CH3:32])[CH3:33])[cH:23][c:24]([OH:30])[cH:25][c:26]2[CH:27]([CH3:28])[CH3:29])[CH2:14][CH2:15]1. Reactants: CC(C)c1cc(O)cc(C(C)C)c1NC(=O)CBr, O=C([O-])[O-], CC#N, [K+], [K+], O, OCCN1CCNCC1. Starting materials: CCCCC(N)C(O)C(=O)Nc1ccc2c(c1)OCO2, CCN=C=NCCCN(C)C, ClCCl, O=C(NC1(C(=O)O)CCCCC1)N1CCOCC1, On1nnc2ccccc21. Yields the product CCCCC(NC(=O)C1(NC(=O)N2CCOCC2)CCCCC1)C(O)C(=O)Nc1ccc2c(c1)OCO2. As a reaction SMILES: [CH2:1]1[O:2][c:3]2[cH:4][c:5]([NH:10][C:11]([CH:12]([CH:13]([CH2:14][CH2:15][CH2:16][CH3:17])[NH2:18])[OH:19])=[O:20])[cH:6][cH:7][c:8]2[O:9]1.[CH2:49]([N:50]=[C:51]=[N:52][CH2:53][CH2:54][CH2:55][N:56]([CH3:57])[CH3:58])[CH3:59].[Cl:60][CH2:61][Cl:62].[O:21]1[CH2:22][CH2:23][N:24]([C:27](=[O:28])[NH:29][C:30]2([C:36](=[O:37])[OH:38])[CH2:31][CH2:32][CH2:33][CH2:34][CH2:35]2)[CH2:25][CH2:26]1.[OH:39][n:40]1[c:41]2[cH:42][cH:43][cH:44][cH:45][c:46]2[n:47][n:48]1>>[CH2:1]1[O:2][c:3]2[cH:4][c:5]([NH:10][C:11]([CH:12]([CH:13]([CH2:14][CH2:15][CH2:16][CH3:17])[NH:18][C:36]([C:30]3([NH:29][C:27]([N:24]4[CH2:23][CH2:22][O:21][CH2:26][CH2:25]4)=[O:28])[CH2:31][CH2:32][CH2:33][CH2:34][CH2:35]3)=[O:37])[OH:19])=[O:20])[cH:6][cH:7][c:8]2[O:9]1. Starting materials: COC(CBr)=O (bromoacetic acid methyl ester), Cl.N1C(=NC=C1)C1=NC=CC=N1 (2-(1H-imidazol-2-yl)-pyrimidine hydrochloride), [H-].[Na+] (NaH), oil, [NH4+].[Cl-] (NH4Cl). Run in C1CCOC1 (THF). Conditions: time 1 hour. The product is COC(CN1C(=NC=C1)C1=NC=CC=N1)=O ((2-Pyrimidin-2-yl-imidazol-1-yl)-acetic Acid Methyl Ester). Yield: 38.7%. Reaction SMILES: Cl.[NH:2]1[CH:6]=[CH:5][N:4]=[C:3]1[C:7]1[N:12]=[CH:11][CH:10]=[CH:9][N:8]=1.[H-].[Na+].[CH3:15][O:16][C:17](=[O:20])[CH2:18]Br.[NH4+].[Cl-]>C1COCC1>[CH3:15][O:16][C:17](=[O:20])[CH2:18][N:2]1[CH:6]=[CH:5][N:4]=[C:3]1[C:7]1[N:8]=[CH:9][CH:10]=[CH:11][N:12]=1 |f:0.1,2.3,5.6|. Procedure: To a suspension of 2-(1H-imidazol-2-yl)-pyrimidine hydrochloride (1.4 g, 7.7 mmol) in THF (50 mL) is added 40% NaH in mineral oil (675 mg, 15.4 mmol), the mixture is stirred at room temperature for one hour, and bromoacetic acid methyl ester (1.3 g, 8.4 mmol) is added. The reaction mixture is stirred at ambient temperature overnight. After aqueous NH4Cl solution (50 mL) is added, the mixture is extracted with ethyl acetate (20 mL×6) and CH2Cl2 (10 mL×6). The organic extracts are combined, dried ... The reactants are NC(C)(C)C1=NC(=C(C(=N1)C(=O)NCC1=C(C=C(C=C1)F)S(=O)(=O)C)O)O (2-(1-amino-1-methylethyl)-N-[4-fluoro-2-(methylsulfonyl)benzyl]-5,6-dihydroxypyrimidine-4-carboxamide), C(C1=CC=CC=C1)OCCC=O (3-(benzyloxy)propanal), C(#N)[BH3-].[Na+] (sodium cyanoborohydride). Run at time 8 hour. The product is C(C1=CC=CC=C1)OCCCNC(C)(C)C1=NC(=C(C(=N1)C(=O)NCC1=CC=C(C=C1)F)O)O (2-(1-{[3-(benzyloxy)propyl]amino}-1-methylethyl)-N-(4-fluorobenzyl)-5,6-dihydroxypyrimidine-4-carboxamide). Reaction SMILES: [NH2:1][C:2]([C:5]1[N:10]=[C:9]([C:11]([NH:13][CH2:14][C:15]2[CH:20]=[CH:19][C:18]([F:21])=[CH:17][C:16]=2S(C)(=O)=O)=[O:12])[C:8]([OH:26])=[C:7]([OH:27])[N:6]=1)([CH3:4])[CH3:3].[CH2:28]([O:35][CH2:36][CH2:37][CH:38]=O)[C:29]1[CH:34]=[CH:33][CH:32]=[CH:31][CH:30]=1.C([BH3-])#N.[Na+]>>[CH2:28]([O:35][CH2:36][CH2:37][CH2:38][NH:1][C:2]([C:5]1[N:10]=[C:9]([C:11]([NH:13][CH2:14][C:15]2[CH:20]=[CH:19][C:18]([F:21])=[CH:17][CH:16]=2)=[O:12])[C:8]([OH:26])=[C:7]([OH:27])[N:6]=1)([CH3:4])[CH3:3])[C:29]1[CH:34]=[CH:33][CH:32]=[CH:31][CH:30]=1 |f:2.3|. Procedure details: A methanolic solution of 2-(1-amino-1-methylethyl)-N-(4-fluorobenzyl)-5,6-dihydroxypyrimidine-4-carboxamide (prepared as described in WO2003035076 A1) was treated with 3-(benzyloxy)propanal (1.5 eq.) and sodium cyanoborohydride (1.5 eq.). The mixture was stirred at room temperature overnight, solution was applied on a cation exchange resin. The resin was washed with methanol and desired product was eluted with 2 N ammonia solution in methanol. Evaporation of appropriate fractions followed by tri...